From a dataset of the Open Reaction Database (ORD), a public repository of structured organic reaction records. describe an organic reaction: reactants, conditions, products, and yield Reactants: C(#N)[C@H](CC(C)C)NC(=O)[C@H]1[C@H](CCCC1)NC(=O)C=1C=C2C(=NNC2=CC1)C#CCN(C)C (3-(3-dimethylamino-prop-1-ynyl)-1H-indazole-5-carboxylic acid [(1S,2R)-2-((S)-1-cyano-3-methyl-butylcarbamoyl)cyclohexyl]-amide). The reagents and catalysts are [Pd].C(=O)([O-])[O-].[Ca+2] (Pd CaCO3). The solvent is CO (methanol). Product: C(#N)[C@H](CC(C)C)NC(=O)[C@H]1[C@H](CCCC1)NC(=O)C=1C=C2C(=NNC2=CC1)CCCN(C)C (3-(3-dimethylamino-propyl)-1H-indazole-5-carboxylic acid [(1S,2R)-2-((S)-1-cyano-3-methyl-butylcarbamoyl)cyclohexyl]-amide). Yield: 99.1%. As a reaction SMILES: [C:1]([C@@H:3]([NH:8][C:9]([C@@H:11]1[CH2:16][CH2:15][CH2:14][CH2:13][C@@H:12]1[NH:17][C:18]([C:20]1[CH:21]=[C:22]2[C:26](=[CH:27][CH:28]=1)[NH:25][N:24]=[C:23]2[C:29]#[C:30][CH2:31][N:32]([CH3:34])[CH3:33])=[O:19])=[O:10])[CH2:4][CH:5]([CH3:7])[CH3:6])#[N:2]>CO.[Pd].C([O-])([O-])=O.[Ca+2]>[C:1]([C@@H:3]([NH:8][C:9]([C@@H:11]1[CH2:16][CH2:15][CH2:14][CH2:13][C@@H:12]1[NH:17][C:18]([C:20]1[CH:21]=[C:22]2[C:26](=[CH:27][CH:28]=1)[NH:25][N:24]=[C:23]2[CH2:29][CH2:30][CH2:31][N:32]([CH3:33])[CH3:34])=[O:19])=[O:10])[CH2:4][CH:5]([CH3:7])[CH3:6])#[N:2] |f:2.3.4|. Reported procedure: 3-(3-dimethylamino-prop-1-ynyl)-1H-indazole-5-carboxylic acid [(1S,2R)-2-((S)-1-cyano-3-methyl-butylcarbamoyl)cyclohexyl]-amide (7 mg) was stirred with 5 mg 10% Pd/CaCO3 in methanol under hydrogen (balloon). After two hours at room temperature the mixture was degassed with nitrogen, filtered through celite to remove the catalyst and the solution concentrated to give 7 mg of 3-(3-dimethylamino-propyl)-1H-indazole-5-carboxylic acid [(1S,2R)-2-((S)-1-cyano-3-methyl-butylcarbamoyl)cyclohexyl]-amide. Starting materials: C(C)(=O)OCC (Ethyl acetate), C(C=C)Br (Allyl bromide), CN(C(=O)NC(=O)C=1C=NC=CC1C(F)(F)F)OC (1-methyl-1-methoxy-3-(4-trifluoromethyl-3-pyridylcarbonyl)urea), C([O-])([O-])=O.[K+].[K+] (potassium carbonate). The solvent is O (water), CN(C=O)C (N,N-dimethylformamide). Conditions: time 2 hour. The product is CN(C(=O)N(C(=O)C=1C=NC=CC1C(F)(F)F)CC=C)OC (1-methyl-1-methoxy-3-allyl-3-(4-trifluoromethyl-3-pyridylcarbonyl)urea). Reaction SMILES: [CH2:1](Br)[CH:2]=[CH2:3].[CH3:5][N:6]([O:22][CH3:23])[C:7]([NH:9][C:10]([C:12]1[CH:13]=[N:14][CH:15]=[CH:16][C:17]=1[C:18]([F:21])([F:20])[F:19])=[O:11])=[O:8].C(=O)([O-])[O-].[K+].[K+].C(OCC)(=O)C>CN(C)C=O.O>[CH3:5][N:6]([O:22][CH3:23])[C:7]([N:9]([CH2:3][CH:2]=[CH2:1])[C:10]([C:12]1[CH:13]=[N:14][CH:15]=[CH:16][C:17]=1[C:18]([F:19])([F:20])[F:21])=[O:11])=[O:8] |f:2.3.4|. Procedure details: Allyl bromide (0.10 ml) was added to a suspension of 1-methyl-1-methoxy-3-(4-trifluoromethyl-3-pyridylcarbonyl)urea (0.25 g) and potassium carbonate (0.16 g) in N,N-dimethylformamide at 20° C., and stirred for 2 hours. Ethyl acetate and water were added and the organic phase dried (magnesium sulfate), evaporated and the residue purified by column chromatography on silica gel, eluting with n-hexane/ethyl acetate (2:1) to give 1-methyl-1-methoxy-3-allyl-3-(4-trifluoromethyl-3-pyridylcarbonyl)urea ... Reactants: OC(C=O)(CC(C)(C)C1=C(C=CC=C1)OC)C(F)(F)F (2-hydroxy-4-(2-methoxyphenyl)-4-methyl-2-(trifluoromethyl)-pentanal), imine, C1=C(C=CC2=CC=CC=C12)N (2-naphthylamine). The reagents and catalysts are CC(C)[O-].CC(C)[O-].CC(C)[O-].CC(C)[O-].[Ti+4] (titanium tetraisopropylate). Solvent: C1(=CC=CC=C1)C (toluene). Yields the product FC(C(CC(C)(C)C1=C(C=CC=C1)OC)(O)C=NC1=CC2=CC=CC=C2C=C1)(F)F (1,1,1-Trifluoro-4-(2-methoxyphenyl)-4-methyl-2-(naphthalen-2-yliminomethyl)-pentan-2-ol). The yield is 89.8%. As a reaction SMILES: [OH:1][C:2]([C:17]([F:20])([F:19])[F:18])([CH2:5][C:6]([C:9]1[CH:14]=[CH:13][CH:12]=[CH:11][C:10]=1[O:15][CH3:16])([CH3:8])[CH3:7])[CH:3]=O.[CH:21]1[C:30]2[C:25](=[CH:26][CH:27]=[CH:28][CH:29]=2)[CH:24]=[CH:23][C:22]=1[NH2:31]>C1(C)C=CC=CC=1.CC([O-])C.CC([O-])C.CC([O-])C.CC([O-])C.[Ti+4]>[F:20][C:17]([F:18])([F:19])[C:2]([CH:3]=[N:31][C:22]1[CH:23]=[CH:24][C:25]2[C:30](=[CH:29][CH:28]=[CH:27][CH:26]=2)[CH:21]=1)([OH:1])[CH2:5][C:6]([C:9]1[CH:14]=[CH:13][CH:12]=[CH:11][C:10]=1[O:15][CH3:16])([CH3:7])[CH3:8] |f:3.4.5.6.7|. Reported procedure: 150 mg (0.517 mmol) of 2-hydroxy-4-(2-methoxyphenyl)-4-methyl-2-(trifluoromethyl)-pentanal is converted into imine with 74 mg (0.517 mmol) of 2-naphthylamine in toluene with the aid of titanium tetraisopropylate. After working-up and chromatography, 192.8 mg (89.8%) of the desired imine is isolated. Reported procedure: A N,N-dimethylformamide mixture (0.6 mL) of tert-butyl 4-(4-{[(Z)-(6-iodo-1,3-dioxo-2,3-dihydroisoquinolin-4(1H)-ylidene)methyl]amino}phenyl)piperazine-1-carboxylate (50 mg, 0.087 mmol) and concentrated phosphoric acid (0.6 mL) is heated at 60 C for 2 h. After evaporating to dryness, the residue is partitioned between methylene chloride and saturated sodium bicarbonate. The organic layer is washed with water, dried, and evaporated to yield 10 mg (24%) of the title compound as an orange solid. MS... The reactants are IC=1C=C2/C(/C(NC(C2=CC1)=O)=O)=C/NC1=CC=C(C=C1)N1CCN(CC1)C(=O)OC(C)(C)C (tert-butyl 4-(4-{[(Z)-(6-iodo-1,3-dioxo-2,3-dihydroisoquinolin-4(1H)-ylidene)methyl]amino}phenyl)piperazine-1-carboxylate), P(O)(O)(O)=O (phosphoric acid). RXN SMILES: [I:1][C:2]1[CH:3]=[C:4]2[C:9](=[CH:10][CH:11]=1)[C:8](=[O:12])[NH:7][C:6](=[O:13])/[C:5]/2=[CH:14]\[NH:15][C:16]1[CH:21]=[CH:20][C:19]([N:22]2[CH2:27][CH2:26][N:25](C(OC(C)(C)C)=O)[CH2:24][CH2:23]2)=[CH:18][CH:17]=1.P(=O)(O)(O)O>CN(C)C=O>[I:1][C:2]1[CH:3]=[C:4]2[C:9](=[CH:10][CH:11]=1)[C:8](=[O:12])[NH:7][C:6](=[O:13])/[C:5]/2=[CH:14]\[NH:15][C:16]1[CH:17]=[CH:18][C:19]([N:22]2[CH2:23][CH2:24][NH:25][CH2:26][CH2:27]2)=[CH:20][CH:21]=1. Yield: 24.2%. Solvent: CN(C=O)C (N,N-dimethylformamide). Product: IC=1C=C2/C(/C(NC(C2=CC1)=O)=O)=C/NC1=CC=C(C=C1)N1CCNCC1 ((4Z)-6-Iodo-4-{[(4-piperazin-1-ylphenyl)amino]methylene}isoquinoline-1,3(2H,4H)-dione). As a reaction SMILES: [C:1]([CH3:2])([CH3:3])([CH3:4])[O:5][C:6](=[O:7])[NH:8][CH:9]([CH2:10][N:11]([C:12]([O:13][CH2:14][c:15]1[cH:16][cH:17][cH:18][cH:19][cH:20]1)=[O:21])[CH2:22][CH:23]([CH3:24])[OH:25])[CH3:26].[CH3:36][N:37]([c:38]1[cH:39][cH:40][cH:41][cH:42][n:43]1)[CH3:44].[CH4:50].[CH:27]([N:28]([CH:29]([CH3:30])[CH3:31])[CH2:32][CH3:33])([CH3:34])[CH3:35].[Cl:51][CH2:52][Cl:53].[S:45](=[O:46])(=[O:47])([Cl:48])[Cl:49]>>[C:1]([CH3:2])([CH3:3])([CH3:4])[O:5][C:6](=[O:7])[NH:8][CH:9]([CH2:10][N:11]([C:12]([O:13][CH2:14][c:15]1[cH:16][cH:17][cH:18][cH:19][cH:20]1)=[O:21])[CH2:22][CH:23]([CH3:24])[O:25][S:45](=[O:46])(=[O:47])[CH3:50])[CH3:26]. Product: CC(CN(CC(C)OS(C)(=O)=O)C(=O)OCc1ccccc1)NC(=O)OC(C)(C)C. The reactants are CC(O)CN(CC(C)NC(=O)OC(C)(C)C)C(=O)OCc1ccccc1, CN(C)c1ccccn1, C, CCN(C(C)C)C(C)C, ClCCl, O=S(=O)(Cl)Cl. The reactants are CCN=C=NCCCN(C)C, CCN(C(C)C)C(C)C, ClCCl, Cl, Cl, CC(CN1CCCC1)Oc1ccccc1CC(=O)O, O, Oc1cccc2[nH]nnc12, FC1CCC(c2ccccc2)(c2ccccc2)C2CNCC12. Yields the product CC(CN1CCCC1)Oc1ccccc1CC(=O)N1CC2C(F)CCC(c3ccccc3)(c3ccccc3)C2C1. As a reaction SMILES: [CH3:55][N:56]([CH3:57])[CH2:58][CH2:59][CH2:60][N:61]=[C:62]=[N:63][CH2:64][CH3:65].[CH:66]([N:67]([CH:68]([CH3:69])[CH3:70])[CH2:71][CH3:72])([CH3:73])[CH3:74].[Cl:75][CH2:76][Cl:77].[ClH:12].[ClH:54].[N:35]1([CH2:40][CH:41]([CH3:42])[O:43][c:44]2[c:45]([CH2:50][C:51](=[O:52])[OH:53])[cH:46][cH:47][cH:48][cH:49]2)[CH2:36][CH2:37][CH2:38][CH2:39]1.[OH2:1].[OH:2][c:3]1[c:4]2[n:5][n:6][nH:7][c:8]2[cH:9][cH:10][cH:11]1.[c:13]1([C:19]2([c:29]3[cH:30][cH:31][cH:32][cH:33][cH:34]3)[CH:20]3[CH2:21][NH:22][CH2:23][CH:24]3[CH:25]([F:28])[CH2:26][CH2:27]2)[cH:14][cH:15][cH:16][cH:17][cH:18]1>>[c:13]1([C:19]2([c:29]3[cH:30][cH:31][cH:32][cH:33][cH:34]3)[CH:20]3[CH2:21][N:22]([C:51]([CH2:50][c:45]4[c:44]([O:43][CH:41]([CH2:40][N:35]5[CH2:36][CH2:37][CH2:38][CH2:39]5)[CH3:42])[cH:49][cH:48][cH:47][cH:46]4)=[O:52])[CH2:23][CH:24]3[CH:25]([F:28])[CH2:26][CH2:27]2)[cH:14][cH:15][cH:16][cH:17][cH:18]1. Reactants: BrCCCCCCCCCCCCCC (1-bromotetradecane), CC1=C(C=CC(=C1)C)O (2,4-dimethylphenol), C(=O)([O-])[O-].[K+].[K+] (K2CO3). Run in CC#N (CH3CN). The product is C(CCCCCCCCCCCCC)OC1=C(C=C(C=C1)C)C (1-tetradecyloxy-2,4-dimethylbenzene). Reaction SMILES: Br[CH2:2][CH2:3][CH2:4][CH2:5][CH2:6][CH2:7][CH2:8][CH2:9][CH2:10][CH2:11][CH2:12][CH2:13][CH2:14][CH3:15].[CH3:16][C:17]1[CH:22]=[C:21]([CH3:23])[CH:20]=[CH:19][C:18]=1[OH:24].C([O-])([O-])=O.[K+].[K+]>CC#N>[CH2:2]([O:24][C:18]1[CH:19]=[CH:20][C:21]([CH3:23])=[CH:22][C:17]=1[CH3:16])[CH2:3][CH2:4][CH2:5][CH2:6][CH2:7][CH2:8][CH2:9][CH2:10][CH2:11][CH2:12][CH2:13][CH2:14][CH3:15] |f:2.3.4|. Procedure details: The product was generated via general protocol A using 1-bromotetradecane (44 mL, 0.149 mol), 2,4-dimethylphenol (19.5 mL, 0.164 mol), K2CO3 (82.4 g, 0.596 mol) and CH3CN (200 mL). Yielded 43.13 g (90.8%). 1H NMR (CDCl3, 600 MHz) δ: 7.00 (s, 1H, Ar—H), 6.94 (d, 3J=8.41 Hz, 1H, Ar—H), 6.75 (d, 3J=8.15 Hz, 1H, Ar—H), 3.97 (t, 3J=6.46 Hz, 2H, OCH2), 2.31 (s, 3H, Ar—CH3), 2.26 (s, 3H, Ar—CH3), 1.83 (p, 3J=7.3 Hz, 2H, O—CH2—CH2), 1.52 (p, 3J=7.6 Hz, 2H, O—CH2—CH2—CH2), 1.44-1.28 (m, 22H), 0.95 (t, 3J... The solvent is C1(=CC=CC=C1)C (toluene). Product: OC1=C(C=CC(=C1)O)[C@@H]1CC[C@H](CC1)NC(C1=CC(=CC=C1)[N+](=O)[O-])=O (trans-N-[4-(2,4-Dihydroxyphenyl)cyclohexyl]-3-nitrobenzamide). Isolated yield 63.1%. Reported procedure: To a round bottomed flask was added trans-N-[4-(2,4-bis{[tert-butyl(dimethyl)silyl]oxy}phenyl)cyclohexyl]-3-nitrobenzamide (52 mg), dichloroethane (9 ml), water (3 ml), and trifluoroacetic acid (3 ml). The reaction mixture was heated under reflux for 15 hr, cooled to room temperature, and toluene (15 ml) was added. The reaction mixture was concentrated in vacuo, methanol (15 ml) was added, and further concentrated to remove residual trifluoroacetic acid. Purification via flash chromatography (Si... Starting materials: [Si](C)(C)(C(C)(C)C)OC1=C(C=CC(=C1)O[Si](C)(C)C(C)(C)C)[C@@H]1CC[C@H](CC1)NC(C1=CC(=CC=C1)[N+](=O)[O-])=O (trans-N-[4-(2,4-bis{[tert-butyl(dimethyl)silyl]oxy}phenyl)cyclohexyl]-3-nitrobenzamide), ClC(C)Cl (dichloroethane), O (water), FC(C(=O)O)(F)F (trifluoroacetic acid). As a reaction SMILES: [Si]([O:8][C:9]1[CH:14]=[C:13]([O:15][Si](C(C)(C)C)(C)C)[CH:12]=[CH:11][C:10]=1[C@H:23]1[CH2:28][CH2:27][C@H:26]([NH:29][C:30](=[O:40])[C:31]2[CH:36]=[CH:35][CH:34]=[C:33]([N+:37]([O-:39])=[O:38])[CH:32]=2)[CH2:25][CH2:24]1)(C(C)(C)C)(C)C.ClC(Cl)C.O.FC(F)(F)C(O)=O>C1(C)C=CC=CC=1>[OH:8][C:9]1[CH:14]=[C:13]([OH:15])[CH:12]=[CH:11][C:10]=1[C@H:23]1[CH2:24][CH2:25][C@H:26]([NH:29][C:30](=[O:40])[C:31]2[CH:36]=[CH:35][CH:34]=[C:33]([N+:37]([O-:39])=[O:38])[CH:32]=2)[CH2:27][CH2:28]1. Reactants: BrC=1C=C(C(=O)N(C)OC)C=CN1 (2-bromo-N-methoxy-N-methyl-isonicotinamide), OCC1=CC=C(C=C1)B(O)O (4-hydroxymethyl phenyl boronic acid). Reagents/catalysts: C=1C=CC(=CC1)/C=C/C(=O)/C=C/C2=CC=CC=C2.C=1C=CC(=CC1)/C=C/C(=O)/C=C/C2=CC=CC=C2.C=1C=CC(=CC1)/C=C/C(=O)/C=C/C2=CC=CC=C2.[Pd].[Pd] (Pd2(dba)3). Yields the product OCC1=CC=C(C=C1)C=1C=C(C(=O)N(C)OC)C=CN1 (2-(4-hydroxymethyl-phenyl)-N-methoxy-N-methyl-isonicotinamide). Reaction SMILES: Br[C:2]1[CH:3]=[C:4]([CH:11]=[CH:12][N:13]=1)[C:5]([N:7]([O:9][CH3:10])[CH3:8])=[O:6].[OH:14][CH2:15][C:16]1[CH:21]=[CH:20][C:19](B(O)O)=[CH:18][CH:17]=1>C1C=CC(/C=C/C(/C=C/C2C=CC=CC=2)=O)=CC=1.C1C=CC(/C=C/C(/C=C/C2C=CC=CC=2)=O)=CC=1.C1C=CC(/C=C/C(/C=C/C2C=CC=CC=2)=O)=CC=1.[Pd].[Pd]>[OH:14][CH2:15][C:16]1[CH:21]=[CH:20][C:19]([C:2]2[CH:3]=[C:4]([CH:11]=[CH:12][N:13]=2)[C:5]([N:7]([O:9][CH3:10])[CH3:8])=[O:6])=[CH:18][CH:17]=1 |f:2.3.4.5.6|. Procedure details: By following procedures described in Example 32, starting from 2-bromo-N-methoxy-N-methyl-isonicotinamide and 4-hydroxymethyl phenyl boronic acid [but using Pd2(dba)3 instead of Pd(PtBu3)2], step 1 gave 2-(4-hydroxymethyl-phenyl)-N-methoxy-N-methyl-isonicotinamide.